The task is: describe an organic reaction: reactants, conditions, products, and yield. This data is from the Open Reaction Database (ORD), a public repository of structured organic reaction records. Reactants: COC(=O)[C@@]1(N(C[C@H](C1)F)C(=O)OC(C)(C)C)CC=C ((2R,4S)-2-allyl-4-fluoro-pyrrolidine-1,2-dicarboxylic acid 1-tert-butyl ester 2-methyl ester), ClCCl.CO (dichloromethane methanol), C1(=CC=CC=C1)P(C1=CC=CC=C1)C1=CC=CC=C1 (triphenylphosphine). Conditions: temperature -78 celsius, time 5 hour. Product: COC(=O)[C@@]1(N(C[C@H](C1)F)C(=O)OC(C)(C)C)CC=O ((2R,4S)-4-fluoro-2-(2-oxo-ethyl)-pyrrolidine-1,2-dicarboxylic acid 1-tert-butyl ester 2-methyl ester). RXN SMILES: [CH3:1][O:2][C:3]([C@@:5]1([CH2:18][CH:19]=C)[CH2:9][C@H:8]([F:10])[CH2:7][N:6]1[C:11]([O:13][C:14]([CH3:17])([CH3:16])[CH3:15])=[O:12])=[O:4].C1(P(C2C=CC=CC=2)C2C=CC=CC=2)C=CC=CC=1.ClCCl.C[OH:44]>>[CH3:1][O:2][C:3]([C@@:5]1([CH2:18][CH:19]=[O:44])[CH2:9][C@H:8]([F:10])[CH2:7][N:6]1[C:11]([O:13][C:14]([CH3:15])([CH3:16])[CH3:17])=[O:12])=[O:4] |f:2.3|. Reported procedure: 1 g (3.5 mmol) (2R,4S)-2-allyl-4-fluoro-pyrrolidine-1,2-dicarboxylic acid 1-tert-butyl ester 2-methyl ester is dissolved in 60 mL dichloromethane/methanol 1:1, cooled to −78° C., flushed with oxygen for two minutes then treated with a flux of ozone until the solution turns light blue. The solution is allowed to warm up to room temperature after addition of 1 g (1.1 eq.) triphenylphosphine, stirred an additional 5 h and column chromatographed (silica gel, TBME/petroleum ether 3:2) to yield 870 mg...